Dataset: the Open Reaction Database (ORD), a public repository of structured organic reaction records. Task: describe an organic reaction: reactants, conditions, products, and yield The reactants are ClC1=NC(=NC=C1C(F)(F)F)NC1=C(C=C(CP(OCC)(OCC)=O)C=C1)OC (diethyl (4-{[4-chloro-5-(trifluoromethyl)pyrimidin-2-yl]amino}-3-methoxybenzyl)phosphonate), ( 100 ), NC=1C=CC(=C2CN(C(C12)=O)C)OCC (7-Amino-4-ethoxy-2-methyl-2,3-dihydro-1H-isoindol-1-one), NC=1C=CC(=C2CN(C(C12)=O)C)OCC (7-Amino-4-ethoxy-2-methyl-2,3-dihydro-1H-isoindol-1-one). Product: C(C)OC=1C=CC(=C2C(N(CC12)C)=O)NC1=NC(=NC=C1C(F)(F)F)NC1=C(C=C(CP(OCC)(OCC)=O)C=C1)OC (Diethyl [4-({4-[(7-ethoxy-2-methyl-3-oxo-2,3-dihydro-1H-isoindol-4-yl)amino]-5-(trifluoromethyl)pyrimidin-2-yl}amino)-3-methoxybenzyl]phosphonate). Reaction SMILES: Cl[C:2]1[C:7]([C:8]([F:11])([F:10])[F:9])=[CH:6][N:5]=[C:4]([NH:12][C:13]2[CH:27]=[CH:26][C:16]([CH2:17][P:18](=[O:25])([O:22][CH2:23][CH3:24])[O:19][CH2:20][CH3:21])=[CH:15][C:14]=2[O:28][CH3:29])[N:3]=1.[NH2:30][C:31]1[CH:32]=[CH:33][C:34]([O:42][CH2:43][CH3:44])=[C:35]2[C:39]=1[C:38](=[O:40])[N:37]([CH3:41])[CH2:36]2>>[CH2:43]([O:42][C:34]1[CH:33]=[CH:32][C:31]([NH:30][C:2]2[C:7]([C:8]([F:9])([F:11])[F:10])=[CH:6][N:5]=[C:4]([NH:12][C:13]3[CH:27]=[CH:26][C:16]([CH2:17][P:18](=[O:25])([O:19][CH2:20][CH3:21])[O:22][CH2:23][CH3:24])=[CH:15][C:14]=3[O:28][CH3:29])[N:3]=2)=[C:39]2[C:35]=1[CH2:36][N:37]([CH3:41])[C:38]2=[O:40])[CH3:44]. Procedure details: The title compound was prepared according to the procedure for Example 102 using diethyl (4-{[4-chloro-5-(trifluoromethyl)pyrimidin-2-yl]amino}-3-methoxybenzyl)phosphonate and 7-Amino-4-ethoxy-2-methyl-2,3-dihydro-1H-isoindol-1-one (Compound 206A). MS (ES+): m/z 624.28 (100) [MH+]; HPLC: tR=1.16 min (UPLC, purity). Reactants: Example 22 ( h ), C(C1=CC=CC=C1)OCCCOC1=CC=C(C=C1)C1C(CN(CC1CO)C(=O)OC(C)(C)C)O (tert-butyl (3RS,4RS,5SR)-4-[4-(3-benzyloxy-propoxy)-phenyl]-3-hydroxy-5-hydroxymethyl-piperidine-1-carboxylate), C1(=CC=CC=C1)C(Cl)(C1=CC=CC=C1)C1=CC=CC=C1 (triphenylchloromethane). The solvent is N1=CC=CC=C1 (pyridine). Yields the product C(C1=CC=CC=C1)OCCCOC1=CC=C(C=C1)C1C(CN(CC1COC(C1=CC=CC=C1)(C1=CC=CC=C1)C1=CC=CC=C1)C(=O)OC(C)(C)C)O (tert-butyl (3RS,4RS,5SR)-4-[4-(3-benzyloxy-propoxy)-phenyl]-3-hydroxy-5-trityloxymethyl-piperidine-1-carboxylate). RXN SMILES: [CH2:1]([O:8][CH2:9][CH2:10][CH2:11][O:12][C:13]1[CH:18]=[CH:17][C:16]([CH:19]2[CH:24]([CH2:25][OH:26])[CH2:23][N:22]([C:27]([O:29][C:30]([CH3:33])([CH3:32])[CH3:31])=[O:28])[CH2:21][CH:20]2[OH:34])=[CH:15][CH:14]=1)[C:2]1[CH:7]=[CH:6][CH:5]=[CH:4][CH:3]=1.[C:35]1([C:41]([C:49]2[CH:54]=[CH:53][CH:52]=[CH:51][CH:50]=2)([C:43]2[CH:48]=[CH:47][CH:46]=[CH:45][CH:44]=2)Cl)[CH:40]=[CH:39][CH:38]=[CH:37][CH:36]=1>N1C=CC=CC=1>[CH2:1]([O:8][CH2:9][CH2:10][CH2:11][O:12][C:13]1[CH:18]=[CH:17][C:16]([CH:19]2[CH:24]([CH2:25][O:26][C:41]([C:35]3[CH:40]=[CH:39][CH:38]=[CH:37][CH:36]=3)([C:49]3[CH:50]=[CH:51][CH:52]=[CH:53][CH:54]=3)[C:43]3[CH:44]=[CH:45][CH:46]=[CH:47][CH:48]=3)[CH2:23][N:22]([C:27]([O:29][C:30]([CH3:31])([CH3:33])[CH3:32])=[O:28])[CH2:21][CH:20]2[OH:34])=[CH:15][CH:14]=1)[C:2]1[CH:7]=[CH:6][CH:5]=[CH:4][CH:3]=1. Procedure: In an analogous manner to that described in Example 22 (h), by reacting tert-butyl (3RS,4RS,5SR)-4-[4-(3-benzyloxy-propoxy)-phenyl]-3-hydroxy-5-hydroxymethyl-piperidine-1-carboxylate with triphenylchloromethane in pyridine there was obtained tert-butyl (3RS,4RS,5SR)-4-[4-(3-benzyloxy-propoxy)-phenyl]-3-hydroxy-5-trityloxymethyl-piperidine-1-carboxylate, [MS: 731 (M+NH4)+ ], as a colourless foam, alkylation of which with 2-bromomethyl-naphthalene analogously to Example 62 (h) gave tert-butyl (3RS...